From a dataset of the Open Reaction Database (ORD), a public repository of structured organic reaction records. describe an organic reaction: reactants, conditions, products, and yield Isolated yield 38.0%. Product: BrC1=CC=2C(N=C1)=CN(N2)CC(C)(C#N)NC(C2=CC=C(C=C2)C(F)(F)F)=S (N-[2-(6-Bromo-2H-pyrazolo[4,3-b]pyridin-2-yl)-1-cyano-1-methylethyl]-4-trifluoromethylthiobenzamide), solid. Procedure details: Using a procedure similar to that described in Example 1, 2-amino-3-(6-bromo-2H-pyrazolo[4,3-b]pyridin-2-yl)-2-methylpropionitrile (223 mg described in Example 157) and 4-trifluoromethylthiobenzoyl chloride, the title compound was isolated as a white solid (145 mg, 38%). MS (ES): M/Z [M+H]=484. 1H NMR: (400 MHz, CHLOROFORM-d): 1.95 (s, 3H), 4.86 (d, J=14.0 Hz, 1H), 5.01 (d, J=14.1 Hz, 1H), 7.78 (d, J=8.3 Hz, 2H), 7.84-7.90 (m, 2H), 8.11 (s, 1H), 8.22 (dd, J=2.0, 1.0 Hz, 1H), 8.42 (d, J=0.8 Hz, 1... Reaction SMILES: [NH2:1][C:2]([CH3:16])([CH2:5][N:6]1[CH:15]=[C:9]2[N:10]=[CH:11][C:12]([Br:14])=[CH:13][C:8]2=[N:7]1)[C:3]#[N:4].[F:17][C:18]([F:29])([F:28])[C:19]1[CH:27]=[CH:26][C:22]([C:23](Cl)=[S:24])=[CH:21][CH:20]=1>>[Br:14][C:12]1[CH:11]=[N:10][C:9]2=[CH:15][N:6]([CH2:5][C:2]([NH:1][C:23](=[S:24])[C:22]3[CH:21]=[CH:20][C:19]([C:18]([F:17])([F:28])[F:29])=[CH:27][CH:26]=3)([C:3]#[N:4])[CH3:16])[N:7]=[C:8]2[CH:13]=1. Reactants: NC(C#N)(CN1N=C2C(N=CC(=C2)Br)=C1)C (2-amino-3-(6-bromo-2H-pyrazolo[4,3-b]pyridin-2-yl)-2-methylpropionitrile), FC(C1=CC=C(C(=S)Cl)C=C1)(F)F (4-trifluoromethylthiobenzoyl chloride).